Dataset: the Open Reaction Database (ORD), a public repository of structured organic reaction records. Task: describe an organic reaction: reactants, conditions, products, and yield Starting materials: ON1C(CCC1=O)=O (N-hydroxysuccinimide), N1([C@H](C(=O)N([C@H](CC2=CNC3=CC=CC=C23)C(=O)N[C@@H](CC2=CC=CC=C2)C(=O)O)C)CCC1)C(=O)OC(C)(C)C (BocPro-MeDTrp-PheOH), N[C@H](CC1=CNC2=CC=CC=C12)C(=O)N[C@@H](CC(C)C)C(=O)N[C@@H](CCSC)C(=O)N.CC(=O)O (HDTrp-Leu-MetNH2 acetate), C1(CCCCC1)N=C=NC1CCCCC1 (dicyclohexylcarbodiimide). Yields the product N1([C@H](C(=O)N([C@H](CC2=CNC3=CC=CC=C23)C(=O)N[C@@H](CC2=CC=CC=C2)C(=O)N[C@H](CC2=CNC3=CC=CC=C23)C(=O)N[C@@H](CC(C)C)C(=O)N[C@@H](CCSC)C(=O)N)C)CCC1)C(=O)OC(C)(C)C (BocPro-MeDTrp-Phe-DTrp-Leu-MetNH2). Yield: 20.0%. As a reaction SMILES: [N:1]1([C:35]([O:37][C:38]([CH3:41])([CH3:40])[CH3:39])=[O:36])[CH2:34][CH2:33][CH2:32][C@H:2]1[C:3]([N:5]([CH3:31])[C@@H:6]([C:17]([NH:19][C@H:20]([C:28](O)=[O:29])[CH2:21][C:22]1[CH:27]=[CH:26][CH:25]=[CH:24][CH:23]=1)=[O:18])[CH2:7][C:8]1[C:16]2[C:11](=[CH:12][CH:13]=[CH:14][CH:15]=2)[NH:10][CH:9]=1)=[O:4].[NH2:42][C@@H:43]([C:54]([NH:56][C@H:57]([C:62]([NH:64][C@H:65]([C:70]([NH2:72])=[O:71])[CH2:66][CH2:67][S:68][CH3:69])=[O:63])[CH2:58][CH:59]([CH3:61])[CH3:60])=[O:55])[CH2:44][C:45]1[C:53]2[C:48](=[CH:49][CH:50]=[CH:51][CH:52]=2)[NH:47][CH:46]=1.CC(O)=O.C1(N=C=NC2CCCCC2)CCCCC1.ON1C(=O)CCC1=O>>[N:1]1([C:35]([O:37][C:38]([CH3:41])([CH3:40])[CH3:39])=[O:36])[CH2:34][CH2:33][CH2:32][C@H:2]1[C:3]([N:5]([CH3:31])[C@@H:6]([C:17]([NH:19][C@H:20]([C:28]([NH:42][C@@H:43]([C:54]([NH:56][C@H:57]([C:62]([NH:64][C@H:65]([C:70]([NH2:72])=[O:71])[CH2:66][CH2:67][S:68][CH3:69])=[O:63])[CH2:58][CH:59]([CH3:61])[CH3:60])=[O:55])[CH2:44][C:45]1[C:53]2[C:48](=[CH:49][CH:50]=[CH:51][CH:52]=2)[NH:47][CH:46]=1)=[O:29])[CH2:21][C:22]1[CH:27]=[CH:26][CH:25]=[CH:24][CH:23]=1)=[O:18])[CH2:7][C:8]1[C:16]2[C:11](=[CH:12][CH:13]=[CH:14][CH:15]=2)[NH:10][CH:9]=1)=[O:4] |f:1.2|. Reported procedure: Condensation of BocPro-MeDTrp-PheOH (3.68 g.) and HDTrp-Leu-MetNH2 acetate salt (part B of Example 17, 3.32 g.) using dicyclohexylcarbodiimide and N-hydroxysuccinimide gave BocPro-MeDTrp-Phe-DTrp-Leu-MetNH2 in 20% yield. De-t-butoxycarbonylation of BocPro-MeDTrp-Phe-DTrp-Leu-MetNH2 (1.00 g.) using trifluoroacetic acid in methyl ethyl sulfide and ethanedithiol gave HPro-MeDTrp-Phe-DTrp-Leu-MetNH2, which was isolated as the amorphous white solid phosphate salt monohydrate in 67% yield. Reactants: COC=1C=C(C=C[N+](=O)[O-])C=CC1OC (3,4-dimethoxy-β-nitrostyrene), CC(C)O (2-propanol), [BH4-].[Na+] (NaBH4). The solvent is C(Cl)Cl (CH2Cl2). Yields the product COC=1C=C(C=CC1OC)CC[N+](=O)[O-] (2-(3,4-dimethoxyphenyl)nitroethane). Reaction SMILES: [CH3:1][O:2][C:3]1[CH:4]=[C:5]([CH:11]=[CH:12][C:13]=1[O:14][CH3:15])[CH:6]=[CH:7][N+:8]([O-:10])=[O:9].CC(O)C.[BH4-].[Na+]>C(Cl)Cl>[CH3:1][O:2][C:3]1[CH:4]=[C:5]([CH2:6][CH2:7][N+:8]([O-:10])=[O:9])[CH:11]=[CH:12][C:13]=1[O:14][CH3:15] |f:2.3|. Procedure details: The nitrostyrene derivative (3) is then cooled to about -10°-10° C., treated with silica gel, and reduced using 1.5-4 equivalents of a boron-based reducing agent, e.g., sodium borohydride, with 2-propanol and an inert solvent, e.g., CH2Cl2, at -10°-10° C. for 20-60 minutes to produce a nitrophenylethane derivative of formula 4 (step 2). For example, 3,4-dimethoxy-β-nitrostyrene (3) is treated with 2-propanol and SiO2 in CH2Cl2 at 0°-10° C. for 20 minutes, followed by reduction with 1.5 eq NaBH4 ... Starting materials: compound, N1(CCOCC1)C(=N)C1=CC=C(C(=O)NC(C(C(=O)N2CCC(CC2)CC(=O)[O-])(C)C)C2=CC=CC=C2)C=C1 (N-(4-(4-morpholinoimidoyl)benzoyl-β-phenyl-α,α-dimethyl-β-alanyl)-4-piperidineacetate), C(C)(=O)O (acetic acid). The reagents and catalysts are [C].[Pd] (palladium carbon). The solvent is CO (methanol). Run at time 8 hour. Yields the product N1(CCOCC1)C(=N)C1=CC=C(C(=O)NC(C(C(=O)N2CCC(CC2)CC(=O)O)(C)C)C2=CC=CC=C2)C=C1 (N-(4-(4-morpholinoimidoyl)benzoyl-β-phenyl-α,α-dimethyl-β-alanyl)-4-piperidineacetic acid). Yield: 69.6%. Reaction SMILES: [N:1]1([C:7]([C:9]2[CH:39]=[CH:38][C:12]([C:13]([NH:15][CH:16]([C:32]3[CH:37]=[CH:36][CH:35]=[CH:34][CH:33]=3)[C:17]([CH3:31])([CH3:30])[C:18]([N:20]3[CH2:25][CH2:24][CH:23]([CH2:26][C:27]([O-:29])=[O:28])[CH2:22][CH2:21]3)=[O:19])=[O:14])=[CH:11][CH:10]=2)=[NH:8])[CH2:6][CH2:5][O:4][CH2:3][CH2:2]1.C(O)(=O)C>CO.[C].[Pd]>[N:1]1([C:7]([C:9]2[CH:10]=[CH:11][C:12]([C:13]([NH:15][CH:16]([C:32]3[CH:33]=[CH:34][CH:35]=[CH:36][CH:37]=3)[C:17]([CH3:31])([CH3:30])[C:18]([N:20]3[CH2:21][CH2:22][CH:23]([CH2:26][C:27]([OH:29])=[O:28])[CH2:24][CH2:25]3)=[O:19])=[O:14])=[CH:38][CH:39]=2)=[NH:8])[CH2:2][CH2:3][O:4][CH2:5][CH2:6]1 |f:3.4|. Procedure: The compound of Example 69, i.e. benzyl-N-(N-(4-(4-morpholinoimidoyl)benzoyl-β-phenyl-α,α-dimethyl-β-alanyl)-4-piperidineacetate (54 mg, 0.086 mmol) was dissolved in a 80% aqueous methanol solution (10 ml) containing 2% acetic acid. To the resulting solution was added 5% palladium carbon (10 mg) and the mixture was stirred overnight under a hydrogen atmosphere. After the solvent was distilled off, the residue was dissolved in a 1N aqueous solution of acetic acid and purified by HPLC in the same ... Starting materials: N1C=NC=C1 (imidazole), C(C)(C)(C)[Si](Cl)(C)C (tertbutyldimethylchlorosilane), C(C)OC=1C=C(C=CC1OCC)C=1SC=C(N1)C1=CC(=C(C=C1)O)C(=O)OC (2-(3,4-diethoxyphenyl)-4-(3-methoxycarbonyl-4-hydroxyphenyl)thiazole), CN(C=O)C (dimethylformamide), ice water, C(C)(=O)OCC (ethyl acetate). Reaction conditions: time 4 hour. Product: C(C)OC=1C=C(C=CC1OCC)C=1SC=C(N1)C1=C(C(=C(C=C1)C(C)(C)C)C(=O)OC)O[SiH](C)C (2-(3,4-diethoxyphenyl)-4-(3-methoxycarbonyl-4-tertbutyldimethylsilyloxyphenyl)thiazole). RXN SMILES: N1C=CN=[CH:2]1.[C:6]([Si:10]([CH3:13])(C)Cl)(C)(C)C.[CH2:14]([O:16][C:17]1[CH:18]=[C:19]([C:26]2[S:27][CH:28]=[C:29]([C:31]3[CH:36]=[CH:35][C:34](O)=[C:33]([C:38](OC)=O)[CH:32]=3)[N:30]=2)[CH:20]=[CH:21][C:22]=1[O:23][CH2:24][CH3:25])[CH3:15].[C:42]([O:45][CH2:46]C)(=[O:44])[CH3:43].CN(C)[CH:50]=[O:51]>>[CH2:14]([O:16][C:17]1[CH:18]=[C:19]([C:26]2[S:27][CH:28]=[C:29]([C:31]3[CH:36]=[CH:35][C:34]([C:33]([CH3:38])([CH3:32])[CH3:2])=[C:43]([C:42]([O:45][CH3:46])=[O:44])[C:50]=3[O:51][SiH:10]([CH3:13])[CH3:6])[N:30]=2)[CH:20]=[CH:21][C:22]=1[O:23][CH2:24][CH3:25])[CH3:15]. Procedure: 5.23 g of imidazole and 4.85 g of tertbutyldimethylchlorosilane were added, in this order, to a suspension of 4.02 g of 2-(3,4-diethoxyphenyl)-4-(3-methoxycarbonyl-4-hydroxyphenyl)thiazole in 60 ml of dimethylformamide at room temperature. The mixture was stirred at the same temperature for 4 hours. To the reaction mixture were added 100 ml of ice water and 200 ml of ethyl acetate. The organic layer was separated, washed with 100 ml of water and 50 ml of a saturated aqueous sodium chloride solut... The reactants are COc1ccc2sc(=O)n(C(C)=O)c2c1, CCO, Cl. Product: COc1ccc2sc(=O)[nH]c2c1. As a reaction SMILES: [C:1](=[O:2])([CH3:3])[n:4]1[c:5](=[O:15])[s:6][c:7]2[c:8]1[cH:9][c:10]([O:13][CH3:14])[cH:11][cH:12]2.[CH3:17][CH2:18][OH:19].[ClH:16]>>[nH:4]1[c:5](=[O:15])[s:6][c:7]2[c:8]1[cH:9][c:10]([O:13][CH3:14])[cH:11][cH:12]2. Reactants: CCOc1ccc([N+](=O)[O-])cn1, CCO. Yields the product CCOc1ccc(N)cn1. Reaction SMILES: [CH2:1]([CH3:2])[O:3][c:4]1[n:5][cH:6][c:7]([N+:10]([O-:11])=[O:12])[cH:8][cH:9]1.[CH3:13][CH2:14][OH:15]>>[CH2:1]([CH3:2])[O:3][c:4]1[n:5][cH:6][c:7]([NH2:10])[cH:8][cH:9]1.